Dataset: the Open Reaction Database (ORD), a public repository of structured organic reaction records. Task: describe an organic reaction: reactants, conditions, products, and yield The reactants are N1=C(C=CC=C1)C(C(=O)O)C (2-(pyridin-2-yl)propanoic acid), CN[C@@H]1CCC=2N(C3=CC=CC=C3C2CC(=O)OCCC)C1 (propyl [(7R)-7-(methylamino)-6,7,8,9-tetrahydropyrido[1,2-a]indol-10-yl]acetate). Product: CN([C@@H]1CCC=2N(C3=CC=CC=C3C2CC(=O)O)C1)C(C(C)C1=NC=CC=C1)=O ({(7R)-7-[Methyl-(2-pyridin-2-yl-propionyl)-amino]-6,7,8,9-tetrahydro-pyrido[1,2-a]indol-10-yl}-acetic acid). As a reaction SMILES: [N:1]1[CH:6]=[CH:5][CH:4]=[CH:3][C:2]=1[CH:7]([CH3:11])[C:8]([OH:10])=O.[CH3:12][NH:13][C@H:14]1[CH2:33][N:18]2[C:19]3[C:24]([C:25]([CH2:26][C:27]([O:29]CCC)=[O:28])=[C:17]2[CH2:16][CH2:15]1)=[CH:23][CH:22]=[CH:21][CH:20]=3>>[CH3:12][N:13]([C:8](=[O:10])[CH:7]([C:2]1[CH:3]=[CH:4][CH:5]=[CH:6][N:1]=1)[CH3:11])[C@H:14]1[CH2:33][N:18]2[C:19]3[C:24]([C:25]([CH2:26][C:27]([OH:29])=[O:28])=[C:17]2[CH2:16][CH2:15]1)=[CH:23][CH:22]=[CH:21][CH:20]=3. Procedure details: The title compound was prepared using analogous procedures described in Example 1 (Method A) from 2-(pyridin-2-yl)propanoic acid and propyl [(7R)-7-(methylamino)-6,7,8,9-tetrahydropyrido[1,2-a]indol-10-yl]acetate. MS (+ESI) m/z: 392. The reactants are C(C)(C)(C)OC(NC1CCC(CC1)CN1N=C(C=2C1=NC(=NC2)SC)C2=CC=CC=C2)=O (tert-Butyl-4-((6-(methylthio)-3-phenyl-1H-pyrazolo[3,4-d]pyrimidin-1-yl)methyl)cyclohexylcarbamate), ClC=1C=C(C(=O)OO)C=CC1 (meta-chloroperoxybenzoic acid), C(C)N (ethylamine). The solvent is C(Cl)Cl (methylene chloride). Conditions: time 2 hour. The product is CNC1=NC=C2C(=N1)N(N=C2C2=CC=CC=C2)CC2CCC(CC2)NC(OC(C)(C)C)=O (tert-butyl 4-((6-(methylamino)-3-phenyl-1H-pyrazolo[3,4-d]pyrimidin-1-yl)methyl)cyclohexylcarbamate). Yield: 64.9%. RXN SMILES: [C:1]([O:5][C:6](=[O:32])[NH:7][CH:8]1[CH2:13][CH2:12][CH:11]([CH2:14][N:15]2[C:19]3=[N:20][C:21](SC)=[N:22][CH:23]=[C:18]3[C:17]([C:26]3[CH:31]=[CH:30][CH:29]=[CH:28][CH:27]=3)=[N:16]2)[CH2:10][CH2:9]1)([CH3:4])([CH3:3])[CH3:2].ClC1C=C(C=CC=1)C(OO)=O.[CH2:44]([NH2:46])C>C(Cl)Cl>[CH3:44][NH:46][C:21]1[N:20]=[C:19]2[N:15]([CH2:14][CH:11]3[CH2:12][CH2:13][CH:8]([NH:7][C:6](=[O:32])[O:5][C:1]([CH3:4])([CH3:3])[CH3:2])[CH2:9][CH2:10]3)[N:16]=[C:17]([C:26]3[CH:31]=[CH:30][CH:29]=[CH:28][CH:27]=3)[C:18]2=[CH:23][N:22]=1. Procedure details: To a solution of tert-Butyl-4-((6-(methylthio)-3-phenyl-1H-pyrazolo[3,4-d]pyrimidin-1-yl)methyl)cyclohexylcarbamate (0.14 g, 0.3 mmol) in methylene chloride (5 mL) was added meta-chloroperoxybenzoic acid (0.20 g, 0.9 mmol) at room temperature. After stirring at room temperature for 2 h, the light purple solution was quenched with a 1.0 N aqueous solution of NaOH. The aqueous layer was extracted with EtOAc (3×). The organic layers were combined, dried (Na2SO4), and concentrated. The residue was d... The reactants are [H-].[Na+] (sodium hydride), C(CC(=O)OC(C)(C)C)(=O)OC(C)(C)C (di-tert-butyl malonate), ice water, ClC=1C(=NC=C(C1)C(F)(F)F)C1=CC(=C(C=C1)F)[N+](=O)[O-] (3-chloro-2-(4-fluoro-3-nitrophenyl)-5-trifluoromethylpyridine). Run in CN(C=O)C (dimethylformamide), CN(C=O)C (dimethylformamide), CN(C=O)C (dimethylformamide). Conditions: time 30 minute. Yields the product ClC=1C(=NC=C(C1)C(F)(F)F)C1=CC(=C(C=C1)C(C(=O)OC(C)(C)C)C(=O)OC(C)(C)C)[N+](=O)[O-] (3-Chloro-2-[4-(bis-[1,1-dimethylethoxycarbonyl]methyl)-3-nitrophenyl]-5-trifluoromethylpyridine). Reaction SMILES: [H-].[Na+].[C:3]([O:13][C:14]([CH3:17])([CH3:16])[CH3:15])(=[O:12])[CH2:4][C:5]([O:7][C:8]([CH3:11])([CH3:10])[CH3:9])=[O:6].[Cl:18][C:19]1[C:20]([C:29]2[CH:34]=[CH:33][C:32](F)=[C:31]([N+:36]([O-:38])=[O:37])[CH:30]=2)=[N:21][CH:22]=[C:23]([C:25]([F:28])([F:27])[F:26])[CH:24]=1>CN(C)C=O>[Cl:18][C:19]1[C:20]([C:29]2[CH:34]=[CH:33][C:32]([CH:4]([C:5]([O:7][C:8]([CH3:9])([CH3:10])[CH3:11])=[O:6])[C:3]([O:13][C:14]([CH3:17])([CH3:16])[CH3:15])=[O:12])=[C:31]([N+:36]([O-:38])=[O:37])[CH:30]=2)=[N:21][CH:22]=[C:23]([C:25]([F:28])([F:27])[F:26])[CH:24]=1 |f:0.1|. Procedure: 0.9 g of an 80% strength by weight suspension of sodium hydride in mineral oil was added to 10 ml of anhydrous dimethylformamide. A solution of 5.1 g of di-tert-butyl malonate in 20 ml of dimethylformamide was added dropwise to this mixture, after which it was stirred for 30 minutes. A solution of 7.5 g of 3-chloro-2-(4-fluoro-3-nitrophenyl)-5-trifluoromethylpyridine in 20 ml of dimethylformamide was then added dropwise. The reaction mixture was stirred at 23° C. for 20 hours and at 80° C. for 5... Starting materials: Cl (hydrogen chloride), O (water), CC(=O)C=1C=CC(=CC1)O (4-hydroxyacetophenone), COC1=C(C=O)C=C(C(=C1)O)C(C=C)(C)C (2-methoxy-4-hydroxy-5-(1,1-dimethylprop-2-enyl)benzaldehyde). Run at time 2 hour. Product: oil, CC(C)(C=C)C1=C(C=C(C(=C1)/C=C/C(=O)C2=CC=C(C=C2)O)OC)O (licochalcone A). The yield is 35.2%. Procedure: A solution of 150 mg (1.1 mmol) of 4-hydroxyacetophenone and 220 mg (1.0 mmol) of 2-methoxy-4-hydroxy-5-(1,1-dimethylprop-2-enyl)benzaldehyde in 3 ml of ethanol was left on an ice bath, and 1.1 ml of ethanol saturated with dry hydrogen chloride was added. The solution was left for 2 hours and poured into 10 ml of water. The mixture was concentrated in vacuo and extracted with two 10 ml portions of ethyl acetate, and the extract was dried and concentrated in vacuo to give 281 mg of an oil from wh... Solvent: C(C)O (ethanol), C(C)O (ethanol). Reaction SMILES: [CH3:1][C:2]([C:4]1[CH:5]=[CH:6][C:7]([OH:10])=[CH:8][CH:9]=1)=[O:3].[CH3:11][O:12][C:13]1[CH:20]=[C:19]([OH:21])[C:18]([C:22]([CH3:26])([CH3:25])[CH:23]=[CH2:24])=[CH:17][C:14]=1[CH:15]=O.Cl.O>C(O)C>[CH3:26][C:22]([C:18]1[CH:17]=[C:14](/[CH:15]=[CH:1]/[C:2]([C:4]2[CH:9]=[CH:8][C:7]([OH:10])=[CH:6][CH:5]=2)=[O:3])[C:13]([O:12][CH3:11])=[CH:20][C:19]=1[OH:21])([CH:23]=[CH2:24])[CH3:25]. The reactants are CCOc1ccc(C=O)cc1, FC(F)(F)c1nnc2ccc(N3CCNCC3)nn12. Product: CCOc1ccc(CN2CCN(c3ccc4nnc(C(F)(F)F)n4n3)CC2)cc1. RXN SMILES: [CH2:20]([CH3:21])[O:22][c:23]1[cH:24][cH:25][c:26]([CH:27]=[O:28])[cH:29][cH:30]1.[N:1]1([c:7]2[cH:8][cH:9][c:10]3[n:11]([n:12]2)[c:13]([C:16]([F:17])([F:18])[F:19])[n:14][n:15]3)[CH2:2][CH2:3][NH:4][CH2:5][CH2:6]1>>[N:1]1([c:7]2[cH:8][cH:9][c:10]3[n:11]([n:12]2)[c:13]([C:16]([F:17])([F:18])[F:19])[n:14][n:15]3)[CH2:2][CH2:3][N:4]([CH2:27][c:26]2[cH:25][cH:24][c:23]([O:22][CH2:20][CH3:21])[cH:30][cH:29]2)[CH2:5][CH2:6]1. The reactants are FC(C=1C=CC(=C(N)C1)OC)(F)F (5-(Trifluoromethyl)-2-methoxyaniline), FC(C=1C=CC(=C(C1)N=C=O)OC)(F)F (5-(trifluoromethyl)-2-methoxyphenyl isocyanate), C(=O)(O)C=1C=C(OC2=CC=C(N)C=C2)C=CC1 (4-(3-Carboxyphenoxy)aniline), FC(C=1C=CC(=C(C1)N=C=O)OC)(F)F (5-(trifluoromethyl)-2-methoxyphenyl isocyanate). The product is C(=O)(O)C=1C=C(OC2=CC=C(N)C=C2)C=CC1 (4-(3-Carboxyphenoxy)aniline), FC(C=1C=CC(=C(C1)N(C(=O)N)C1=CC(=CC=C1)C(=O)O)OC)(F)F (N-(5-(trifluoromethyl)-2-methoxyphenyl)-N-(3-carboxyphenyl) urea). Reaction SMILES: [F:1][C:2]([F:13])([F:12])[C:3]1[CH:4]=[CH:5][C:6]([O:10][CH3:11])=[C:7]([CH:9]=1)[NH2:8].FC(F)(F)C1C=CC(OC)=C([N:22]=[C:23]=[O:24])C=1.[C:29]([C:32]1[CH:33]=[C:34]([CH:43]=[CH:44][CH:45]=1)[O:35][C:36]1[CH:42]=[CH:41][C:39]([NH2:40])=[CH:38][CH:37]=1)([OH:31])=[O:30]>>[C:29]([C:32]1[CH:33]=[C:34]([CH:43]=[CH:44][CH:45]=1)[O:35][C:36]1[CH:42]=[CH:41][C:39]([NH2:40])=[CH:38][CH:37]=1)([OH:31])=[O:30].[F:1][C:2]([F:12])([F:13])[C:3]1[CH:4]=[CH:5][C:6]([O:10][CH3:11])=[C:7]([N:8]([C:34]2[CH:43]=[CH:44][CH:45]=[C:32]([C:29]([OH:31])=[O:30])[CH:33]=2)[C:23]([NH2:22])=[O:24])[CH:9]=1. Reported procedure: Entry 35: 4-(3-Carboxyphenoxy)aniline was synthesized according to Method A11. 5-(Trifluoromethyl)-2-methoxyaniline was converted into 5-(trifluoromethyl)-2-methoxyphenyl isocyanate according to Method B1. 4-(3-Carboxyphenoxy)aniline was reacted with 5-(trifluoromethyl)-2-methoxyphenyl isocyanate according to Method C1f to afford N-(5-(trifluoromethyl)-2-methoxyphenyl)-N-(3-carboxyphenyl) urea, which was coupled with N-(4-fluorophenyl)piperazine according to Method D1c. Reactants: C(CC)C1=C(C=CC(=C1Cl)Cl)O (2-propyl-3,4dichlorophenol), [I-].[K+] (potassium iodide), bromo, [H-].[Na+] (sodium hydride), BrCCCCCBr (1,5-dibromopentane). The solvent is O (water), C(C)(=O)OCC (ethyl acetate), CN(P(=O)(N(C)C)N(C)C)C (hexamethylphosphoramide), O1CCCC1 (tetrahydrofuran). Run at time 8 hour. Product: C(CC)C1=C(OCCCCCBr)C=CC(=C1Cl)Cl (5-(2-propyl-3,4-dichlorophenoxy)pentyl bromide). As a reaction SMILES: [CH2:1]([C:4]1[C:9]([Cl:10])=[C:8]([Cl:11])[CH:7]=[CH:6][C:5]=1[OH:12])[CH2:2][CH3:3].[H-].[Na+].[Br:15][CH2:16][CH2:17][CH2:18][CH2:19][CH2:20]Br.[I-].[K+]>O.C(OCC)(=O)C.CN(C)P(N(C)C)(N(C)C)=O.O1CCCC1>[CH2:1]([C:4]1[C:9]([Cl:10])=[C:8]([Cl:11])[CH:7]=[CH:6][C:5]=1[O:12][CH2:20][CH2:19][CH2:18][CH2:17][CH2:16][Br:15])[CH2:2][CH3:3] |f:1.2,4.5|. Procedure: To a solution of 3.12 g. of 2-propyl-3,4dichlorophenol in 30 ml. of dry tetrahydrofuran and 30 ml. of dry hexamethylphosphoramide were added 0.72 g. of a 50% sodium hydride dispersion in oil. Two milliliters of 1,5-dibromopentane were then added followed by a catalytic amount of potassium iodide. The reaction was stirred overnight under a nitrogen atmosphere at 60°-70° C. The reaction was then cooled to room temperature, ethyl acetate and water were added, and the solution was evaporated to dryn...